From a dataset of the Open Reaction Database (ORD), a public repository of structured organic reaction records. describe an organic reaction: reactants, conditions, products, and yield Reactants: [Ag+], COc1ccc(CC(C)(C)CC=O)c(Br)c1, CCO, Cl, O=[N+]([O-])[O-], [Na+], C1COCCO1, [OH-], O. Product: CCOC(=O)CC(C)(C)Cc1ccc(OC)cc1Br. Reaction SMILES: [Ag+:34].[Br:1][c:2]1[c:3]([CH2:10][C:11]([CH2:12][CH:13]=[O:14])([CH3:15])[CH3:16])[cH:4][cH:5][c:6]([O:8][CH3:9])[cH:7]1.[CH3:19][CH2:20][OH:21].[ClH:23].[N+:30]([O-:31])([O-:32])=[O:33].[Na+:18].[O:24]1[CH2:25][CH2:26][O:27][CH2:28][CH2:29]1.[OH-:17].[OH2:22]>>[Br:1][c:2]1[c:3]([CH2:10][C:11]([CH2:12][C:13](=[O:14])[O:21][CH2:20][CH3:19])([CH3:15])[CH3:16])[cH:4][cH:5][c:6]([O:8][CH3:9])[cH:7]1. The reactants are CC(Cl)c1cccnc1, Fc1ccc2onc(C3CCNCC3)c2c1. Reagents/catalysts: O=C([O-])[O-].[Cs+].[Cs+] (cesium carbonate), [I-].[K+] (potassium iodide). Run in CN(C)C=O (DMF), CN(C)C=O (dmf), CN(C)C=O (DMF). Conditions: temperature 70 celsius, time 16 hour. The product is CC(c1cccnc1)N1CCC(c2noc3ccc(F)cc23)CC1. Reactants: CCCCCC=CCC=CCCCCCCCC(=O)O, O, O=S(Cl)Cl. Product: CCCCCC=CCC=CCCCCCCCC(=O)Cl. RXN SMILES: [CH3:5][CH2:6][CH2:7][CH2:8][CH2:9][CH:10]=[CH:11][CH2:12][CH:13]=[CH:14][CH2:15][CH2:16][CH2:17][CH2:18][CH2:19][CH2:20][CH2:21][C:22]([OH:23])=[O:24].[OH2:25].[S:1]([Cl:2])([Cl:3])=[O:4]>>[Cl:3][C:22]([CH2:21][CH2:20][CH2:19][CH2:18][CH2:17][CH2:16][CH2:15][CH:14]=[CH:13][CH2:12][CH:11]=[CH:10][CH2:9][CH2:8][CH2:7][CH2:6][CH3:5])=[O:24]. Reactants: Cl.C(C)(C)NN (isopropylhydrazine HCl salt), C(C1=CC=CC=C1)=O (benzaldehyde), C(C)(=O)[O-].[Na+] (sodium acetate). Run in C(C)O (ethanol). Run at time 20 hour. Yields the product C(C1=CC=CC=C1)=NNC(C)C (1-Benzylidene-2-isopropylhydrazine). RXN SMILES: C([O-])(=O)C.[Na+].Cl.[CH:7]([NH:10][NH2:11])([CH3:9])[CH3:8].[CH:12](=O)[C:13]1[CH:18]=[CH:17][CH:16]=[CH:15][CH:14]=1>C(O)C>[CH:12](=[N:11][NH:10][CH:7]([CH3:9])[CH3:8])[C:13]1[CH:18]=[CH:17][CH:16]=[CH:15][CH:14]=1 |f:0.1,2.3|. Reported procedure: To a round-bottom flask containing anhydrous sodium acetate (8.2 g, 0.1 mol) in 125 ml 50% ethanol was added isopropylhydrazine HCl salt (11.1 g, 0.1 mole) and benzaldehyde (10.6 g, 0.1 mole). The mixture was stirred at rt for 20 h. The reaction was extracted with ether (3×250 ml). The organic layers were combined and washed with aqueous sodium bicarbonate solution and brine and dried over sodium sulfate. Filtration, concentration, and co-evaporation with toluene (3×) provided the title compound...